From a dataset of the Open Reaction Database (ORD), a public repository of structured organic reaction records. describe an organic reaction: reactants, conditions, products, and yield Starting materials: CCO, COc1cc(NC(N)=S)ccc1-n1cnc(C)n1, CI. Yields the product COc1cc(NC(=N)SC)ccc1-n1cnc(C)n1, I. As a reaction SMILES: [CH3:21][CH2:22][OH:23].[CH3:3][O:4][c:5]1[cH:6][c:7]([NH:17][C:18](=[S:19])[NH2:20])[cH:8][cH:9][c:10]1-[n:11]1[n:12][c:13]([CH3:16])[n:14][cH:15]1.[I:1][CH3:2]>>[CH3:2][S:19][C:18]([NH:17][c:7]1[cH:6][c:5]([O:4][CH3:3])[c:10](-[n:11]2[n:12][c:13]([CH3:16])[n:14][cH:15]2)[cH:9][cH:8]1)=[NH:20].[IH:1]. Starting materials: BrCCCCCBr, CC(=O)OC(C)(C)C, [Li]CCCC, CCCCCC, CC(C)NC(C)C, [Cl-], [NH4+], C1CCOC1. Product: CC(C)(C)OC(=O)CCCCCCBr. RXN SMILES: [Br:21][CH2:22][CH2:23][CH2:24][CH2:25][CH2:26][Br:27].[C:13]([CH3:14])(=[O:15])[O:16][C:17]([CH3:18])([CH3:19])[CH3:20].[CH2:8]([Li:9])[CH2:10][CH2:11][CH3:12].[CH3:35][CH2:36][CH2:37][CH2:38][CH2:39][CH3:40].[CH:1]([NH:2][CH:3]([CH3:4])[CH3:5])([CH3:6])[CH3:7].[Cl-:28].[NH4+:29].[O:30]1[CH2:31][CH2:32][CH2:33][CH2:34]1>>[C:13]([CH2:14][CH2:26][CH2:25][CH2:24][CH2:23][CH2:22][Br:21])(=[O:15])[O:16][C:17]([CH3:18])([CH3:19])[CH3:20]. Reactants: NC=1C(N(C2=CC=CC=C2C1)CC(=O)O)=O (2-[3-Amino-2-oxo-2H-quinolin-1-yl]acetic acid), C1(=CC=CC=C1)S(=O)(=O)Cl (benzenesulfonyl chloride). Solvent: N1=CC=CC=C1 (pyridine). Product: C1(=CC=CC=C1)S(=O)(=O)NC=1C(N(C2=CC=CC=C2C1)CC(=O)O)=O (2-[3-benzenesulfonylamino-2-oxo-2H-quinolin-1-yl]acetic acid). Reaction SMILES: [NH2:1][C:2]1[C:3](=[O:16])[N:4]([CH2:12][C:13]([OH:15])=[O:14])[C:5]2[C:10]([CH:11]=1)=[CH:9][CH:8]=[CH:7][CH:6]=2.[C:17]1([S:23](Cl)(=[O:25])=[O:24])[CH:22]=[CH:21][CH:20]=[CH:19][CH:18]=1>N1C=CC=CC=1>[C:17]1([S:23]([NH:1][C:2]2[C:3](=[O:16])[N:4]([CH2:12][C:13]([OH:15])=[O:14])[C:5]3[C:10]([CH:11]=2)=[CH:9][CH:8]=[CH:7][CH:6]=3)(=[O:25])=[O:24])[CH:22]=[CH:21][CH:20]=[CH:19][CH:18]=1. Reported procedure: EX-4A) 2-[3-Amino-2-oxo-2H-quinolin-1-yl]acetic acid, (0.206 g, 0.81 mmol) was treated with benzenesulfonyl chloride (0.172 g, 0.97 mmol) in pyridine for one hour. After removing the pyridine, the residue was recrystallized in acetone to yield a white crystal solid as the product, 2-[3-benzenesulfonylamino-2-oxo-2H-quinolin-1-yl]acetic acid, (EX-4A)(0.1 17 g, y=41% ). HPLC-MS (0 to 95% AcCN/6 min @ 1.0 mL/Min @ 254 nm @ 50° C.): retention time 2.85 min, M+H+=359.2 for formula C17H15N2O2S. 1H NMR... The reactants are BrCC1CCCCO1, N#Cc1cccc(CBr)c1, O=C1Nc2ccccc2C12COc1cc3c(cc12)OCCO3, O=C1Nc2ccccc2C12COc1cc3c(cc12)CCO3. Yields the product N#Cc1cccc(CN2C(=O)C3(COc4cc5c(cc43)OCCO5)c3ccccc32)c1. RXN SMILES: [Br:11][CH2:12][CH:13]1[CH2:14][CH2:15][CH2:16][CH2:17][O:18]1.[Br:1][CH2:2][c:3]1[cH:4][c:5]([C:6]#[N:7])[cH:8][cH:9][cH:10]1.[NH:19]1[C:20](=[O:40])[C:21]2([CH2:22][O:23][c:24]3[cH:25][c:26]4[c:27]([cH:32][c:33]32)[O:28][CH2:29][CH2:30][O:31]4)[c:34]2[cH:35][cH:36][cH:37][cH:38][c:39]21.[NH:41]1[c:42]2[c:43]([cH:44][cH:45][cH:46][cH:47]2)[C:48]2([CH2:49][O:50][c:51]3[cH:52][c:53]4[c:54]([cH:55][c:56]32)[CH2:57][CH2:58][O:59]4)[C:60]1=[O:61]>>[CH2:2]([c:3]1[cH:4][c:5]([C:6]#[N:7])[cH:8][cH:9][cH:10]1)[N:19]1[C:20](=[O:40])[C:21]2([CH2:22][O:23][c:24]3[cH:25][c:26]4[c:27]([cH:32][c:33]32)[O:28][CH2:29][CH2:30][O:31]4)[c:34]2[cH:35][cH:36][cH:37][cH:38][c:39]21. The reactants are N[C@@H](C)C(=O)O (alanine), Cl.C(CCCCCCC)OC(=O)[C@H]1NC2CCC1CC2 ((3S)-2-Azabicyclo[2.2.2]OCTANE-3-Carboxylic Acid n-Octyl Ester Hydrochloride), C(N)(=O)[C@H](CCC)N[C@@H](C)C(=O)O ((S)-N-[(S)-1-carbamoylbutyl]alanine), (3S)-3-carbamoyl-2-azobicyclo[2.2.2]-octane. Yields the product C(CCCCCCC)OC(=O)[C@H]1N(C2CCC1CC2)C([C@H](C)N[C@@H](CCC)C(N)=O)=O ((3S)-2-{(S)-2-[(S)-1-CARBAMOYLBUTYLAMINO]-PROPIONYL}-2-AZABICYCLO[2.2.2]OCTANE-3-CARBOXYLIC ACID n-OCTYL ESTER). Yield: 21.0%. Reaction SMILES: N[C@H](C(O)=O)C.[C:7]([C@@H:10]([NH:14][C@H:15]([C:17]([OH:19])=O)[CH3:16])[CH2:11][CH2:12][CH3:13])(=[O:9])[NH2:8].Cl.[CH2:21]([O:29][C:30]([C@@H:32]1[CH:37]2[CH2:38][CH2:39][CH:34]([CH2:35][CH2:36]2)[NH:33]1)=[O:31])[CH2:22][CH2:23][CH2:24][CH2:25][CH2:26][CH2:27][CH3:28]>>[CH2:21]([O:29][C:30]([C@@H:32]1[CH:37]2[CH2:38][CH2:39][CH:34]([CH2:35][CH2:36]2)[N:33]1[C:17](=[O:19])[C@@H:15]([NH:14][C@H:10]([C:7](=[O:9])[NH2:8])[CH2:11][CH2:12][CH3:13])[CH3:16])=[O:31])[CH2:22][CH2:23][CH2:24][CH2:25][CH2:26][CH2:27][CH3:28] |f:2.3|. Procedure details: Using the procedure described in Example 1, but replacing (S)-N-(S)-1-(ethoxycarbonyl)butyl]alanine by (S)-N-[(S)-1-carbamoylbutyl]alanine described in stage A of Example 3, and (3S)-3-carbamoyl-2-azobicyclo[2.2.2]-octane by (3S)-2-azabicyclo[2.2.2]octane-3-carboxylic acid n-octyl ester hydrochloride obtained in stage A (neutralized beforehand with triethylamine), the expected product is obtained from the product being purified by chromatography on silica gel (elution solvent: dichloromethane/et...